The task is: describe an organic reaction: reactants, conditions, products, and yield. This data is from the Open Reaction Database (ORD), a public repository of structured organic reaction records. Starting materials: CO, ClCCl, O=[Mn]=O, O=S(=O)(NCc1ccccn1)c1cccc(CO)c1. Yields the product O=Cc1cccc(S(=O)(=O)NCc2ccccn2)c1. RXN SMILES: [CH3:20][OH:21].[Cl:22][CH2:23][Cl:24].[O:25]=[Mn:26]=[O:27].[OH:1][CH2:2][c:3]1[cH:4][c:5]([S:9](=[O:10])(=[O:11])[NH:12][CH2:13][c:14]2[n:15][cH:16][cH:17][cH:18][cH:19]2)[cH:6][cH:7][cH:8]1>>[O:1]=[CH:2][c:3]1[cH:4][c:5]([S:9](=[O:10])(=[O:11])[NH:12][CH2:13][c:14]2[n:15][cH:16][cH:17][cH:18][cH:19]2)[cH:6][cH:7][cH:8]1.